The task is: describe an organic reaction: reactants, conditions, products, and yield. This data is from the Open Reaction Database (ORD), a public repository of structured organic reaction records. Starting materials: CC(=O)OC1OC(COC(=O)c2ccccc2)C(OC(=O)c2ccccc2)C1OC(=O)c1ccccc1, CCOC(C)=O, CCO, O=[N+]([O-])c1ccc(OP(=O)([O-])Oc2ccc([N+](=O)[O-])cc2)cc1, COC(=O)c1nc[nH]n1. The product is COC(=O)c1ncn(C2OC(COC(=O)c3ccccc3)C(OC(=O)c3ccccc3)C2OC(=O)c2ccccc2)n1. RXN SMILES: [C:10]([O:11][CH:14]1[CH:15]([O:16][C:17]([c:18]2[cH:19][cH:20][cH:21][cH:22][cH:23]2)=[O:24])[CH:25]([O:26][C:27]([c:28]2[cH:29][cH:30][cH:31][cH:32][cH:33]2)=[O:34])[CH:35]([CH2:37][O:38][C:39]([c:40]2[cH:41][cH:42][cH:43][cH:44][cH:45]2)=[O:46])[O:36]1)(=[O:12])[CH3:13].[C:73]([O:74][CH2:75][CH3:76])(=[O:77])[CH3:78].[CH2:70]([OH:71])[CH3:72].[P:47]([O-:48])([O:49][c:50]1[cH:51][cH:52][c:53]([N+:54]([O-:55])=[O:56])[cH:57][cH:58]1)([O:59][c:60]1[cH:61][cH:62][c:63]([N+:64]([O-:65])=[O:66])[cH:67][cH:68]1)=[O:69].[nH:1]1[n:2][c:3]([C:6](=[O:7])[O:8][CH3:9])[n:4][cH:5]1>>[n:1]1([CH:14]2[CH:15]([O:16][C:17]([c:18]3[cH:19][cH:20][cH:21][cH:22][cH:23]3)=[O:24])[CH:25]([O:26][C:27]([c:28]3[cH:29][cH:30][cH:31][cH:32][cH:33]3)=[O:34])[CH:35]([CH2:37][O:38][C:39]([c:40]3[cH:41][cH:42][cH:43][cH:44][cH:45]3)=[O:46])[O:36]2)[n:2][c:3]([C:6](=[O:7])[O:8][CH3:9])[n:4][cH:5]1. The reactants are C(#N)CCN1C(=NC2=C1C=CC=C2)C(=O)N([C@@H]2CN(C[C@@H](C2)C(=O)N2CCOCC2)C(=O)OC(C)(C)C)CC(C)C (tert-butyl(3S, 5R)-3-[{[1-(2-cyanoethyl)-1H-benzimidazol-2-yl]carbonyl}(2-methylpropyl)amino]-5-(morpholin-4-ylcarbonyl)piperidine-1-carboxylate), C(O)([O-])=O.[Na+] (sodium hydrogen carbonate), Cl.NO (Hydroxylamine hydrochloride). The solvent is CS(=O)C (dimethyl sulfoxide), CS(=O)C (dimethyl sulfoxide), O (water). Run at temperature 50 celsius, time 1 hour. Product: CC(CN([C@@H]1CN(C[C@@H](C1)C(=O)N1CCOCC1)C(=O)OC(C)(C)C)C(=O)C1=NC2=C(N1CCC1=NOC=N1)C=CC=C2)C (tert-butyl(3S, 5R)-3-[(2-methylpropyl)({1-[2-(1,2,4-oxadiazol-3-yl)ethyl]-1H-benzimidazol-2-yl}carbonyl)amino]-5-(morpholin-4-ylcarbonyl)piperidine-1-carboxylate). RXN SMILES: Cl.[NH2:2]O.[C:4](=[O:7])([O-])O.[Na+].[C:9]([CH2:11][CH2:12][N:13]1[C:17]2[CH:18]=[CH:19][CH:20]=[CH:21][C:16]=2[N:15]=[C:14]1[C:22]([N:24]([CH2:46][CH:47]([CH3:49])[CH3:48])[C@H:25]1[CH2:30][C@@H:29]([C:31]([N:33]2[CH2:38][CH2:37][O:36][CH2:35][CH2:34]2)=[O:32])[CH2:28][N:27]([C:39]([O:41][C:42]([CH3:45])([CH3:44])[CH3:43])=[O:40])[CH2:26]1)=[O:23])#[N:10]>CS(C)=O.O>[CH3:48][CH:47]([CH3:49])[CH2:46][N:24]([C:22]([C:14]1[N:13]([CH2:12][CH2:11][C:9]2[N:2]=[CH:4][O:7][N:10]=2)[C:17]2[CH:18]=[CH:19][CH:20]=[CH:21][C:16]=2[N:15]=1)=[O:23])[C@H:25]1[CH2:30][C@@H:29]([C:31]([N:33]2[CH2:34][CH2:35][O:36][CH2:37][CH2:38]2)=[O:32])[CH2:28][N:27]([C:39]([O:41][C:42]([CH3:43])([CH3:44])[CH3:45])=[O:40])[CH2:26]1 |f:0.1,2.3|. Reported procedure: Hydroxylamine hydrochloride (125 mg) was dissolved in dimethyl sulfoxide (5 ml), sodium hydrogen carbonate (463 mg) was added and the mixture was stirred at 50° C. for 1 hr. A solution of tert-butyl(3S, 5R)-3-[{[1-(2-cyanoethyl)-1H-benzimidazol-2-yl]carbonyl}(2-methylpropyl)amino]-5-(morpholin-4-ylcarbonyl)piperidine-1-carboxylate (100 mg) in dimethyl sulfoxide (5 ml) was added to the reaction mixture, and the mixture was stirred at 90° C. for 3 hr. The reaction mixture was allowed to cool to ro... Reactants: C(O)([O-])=O.[Na+] (sodium hydrogencarbonate), Cl (hydrochloric acid), C(#N)C1=C(C=CC=C1)C1=CC=C(C=C1)CN1C(=NC(=C1C(=O)OCC)C(C)(C)O)CCC (ethyl 1-(2'-cyanobiphenyl-4-yl)methyl-4-(1-hydroxy-1-methylethyl)-2-propylimidazole-5-carboxylate), C(CCC)[Sn](CCCC)(CCCC)N=[N+]=[N-] (tributyltin azide). Solvent: O (water), C1(=CC=CC=C1)C (toluene), C(C)(=O)OCC (ethyl acetate). Run at time 8 hour. Yields the product OC(C)(C)C=1N=C(N(C1C(=O)OCC)CC1=CC=C(C=C1)C1=C(C=CC=C1)C1=NN=NN1)CCC (ethyl 4-(1-hydroxy-1-methylethyl)-2-propyl-1-{4-[2-(tetrazol-5-yl)phenyl]phenyl}methylimidazole-5-carboxylate). As a reaction SMILES: [C:1]([C:3]1[CH:8]=[CH:7][CH:6]=[CH:5][C:4]=1[C:9]1[CH:14]=[CH:13][C:12]([CH2:15][N:16]2[C:20]([C:21]([O:23][CH2:24][CH3:25])=[O:22])=[C:19]([C:26]([OH:29])([CH3:28])[CH3:27])[N:18]=[C:17]2[CH2:30][CH2:31][CH3:32])=[CH:11][CH:10]=1)#[N:2].C([Sn]([N:46]=[N+:47]=[N-:48])(CCCC)CCCC)CCC.C(=O)([O-])O.[Na+].Cl>C1(C)C=CC=CC=1.C(OCC)(=O)C.O>[OH:29][C:26]([C:19]1[N:18]=[C:17]([CH2:30][CH2:31][CH3:32])[N:16]([CH2:15][C:12]2[CH:13]=[CH:14][C:9]([C:4]3[CH:5]=[CH:6][CH:7]=[CH:8][C:3]=3[C:1]3[NH:48][N:47]=[N:46][N:2]=3)=[CH:10][CH:11]=2)[C:20]=1[C:21]([O:23][CH2:24][CH3:25])=[O:22])([CH3:27])[CH3:28] |f:2.3|. Procedure: A solution of 1.00 g of ethyl 1-(2'-cyanobiphenyl-4-yl)methyl-4-(1-hydroxy-1-methylethyl)-2-propylimidazole-5-carboxylate [prepared as described in Example 71(b)] and 100 g of tributyltin azide in 7.5 ml of toluene was stirred at 100° C. for 5 days. 2.5 g of sodium hydrogencarbonate and 20 ml of water were then added to the mixture, and the resulting mixture was stirred at room temperature for 8 hours. At the end of this time, the mixture was diluted with ethyl acetate and acidified with 3N aque...